This data is from the Open Reaction Database (ORD), a public repository of structured organic reaction records. The task is: describe an organic reaction: reactants, conditions, products, and yield The reactants are NC=1C(=CC2=C(N=C(N=C2)SC)N1)C=1C(=C(C=CC1Cl)NC(C1=CC(=CC=C1)C(F)(F)F)=O)Cl (N—[3-(7-amino-2-methylsulfanyl-pyrido[2,3-d]pyrimidin-6-yl)-2,4-dichloro-phenyl]-3-trifluoromethyl-benzamide), [H-].[Na+] (NaH), O (water), C(C)(C)(C)N=C=O (t-butyl-isocyanate). Solvent: CN(C)C=O (DMF). Conditions: time 30 minute. The product is C(C)(C)(C)NC(NC=1C(=CC2=C(N=C(N=C2)SC)N1)C=1C(=C(C=CC1Cl)NC(C1=CC(=CC=C1)C(F)(F)F)=O)Cl)=O (N—{3-[7-(3-tert-butyl-ureido)-2-methylsulfanyl-pyrido[2,3-d]pyrimidin-6-yl]-2,4-dichloro-phenyl}-3-trifluoromethyl-benzamide). RXN SMILES: [NH2:1][C:2]1[C:3]([C:14]2[C:15]([Cl:34])=[C:16]([NH:21][C:22](=[O:33])[C:23]3[CH:28]=[CH:27][CH:26]=[C:25]([C:29]([F:32])([F:31])[F:30])[CH:24]=3)[CH:17]=[CH:18][C:19]=2[Cl:20])=[CH:4][C:5]2[CH:10]=[N:9][C:8]([S:11][CH3:12])=[N:7][C:6]=2[N:13]=1.[H-].[Na+].[C:37]([N:41]=[C:42]=[O:43])([CH3:40])([CH3:39])[CH3:38].O>CN(C=O)C>[C:37]([NH:41][C:42](=[O:43])[NH:1][C:2]1[C:3]([C:14]2[C:15]([Cl:34])=[C:16]([NH:21][C:22](=[O:33])[C:23]3[CH:28]=[CH:27][CH:26]=[C:25]([C:29]([F:32])([F:31])[F:30])[CH:24]=3)[CH:17]=[CH:18][C:19]=2[Cl:20])=[CH:4][C:5]2[CH:10]=[N:9][C:8]([S:11][CH3:12])=[N:7][C:6]=2[N:13]=1)([CH3:40])([CH3:39])[CH3:38] |f:1.2|. Procedure details: To a solution of N—[3-(7-amino-2-methylsulfanyl-pyrido[2,3-d]pyrimidin-6-yl)-2,4-dichloro-phenyl]-3-trifluoromethyl-benzamide (700 mg, 1.34 mmol) in dry DMF (10 ml) at 0° C. is added NaH (60% oil suspension, 64 mg, 1.6 mmol) slowly. The reaction mixture is stirred at room temperature for 30 minutes and then to this reaction mixture t-butyl-isocyanate (0.19 ml, 1.6 mmol) is added. The reaction is stirred at room temperature for 5 hours. The reaction mixture is diluted into 100 ml water, extracted... The reactants are ClC1=CN=CC(=N1)C(=O)NC1=NN=NN1 (6-chloro-N-(1H-5-tetrazolyl)pyrazine-2-carboxamide), C(C)O.CN (methylamine ethanol), Cl (hydrogen chloride). Run in C(C)O (ethanol). The product is CNC1=CN=CC(=N1)C(=O)NC1=NN=NN1 (6-(Methylamino)-N-(1H-5-tetrazolyl)pyrazine-2-carboxamide). RXN SMILES: Cl[C:2]1[N:7]=[C:6]([C:8]([NH:10][C:11]2[NH:15][N:14]=[N:13][N:12]=2)=[O:9])[CH:5]=[N:4][CH:3]=1.C(O)C.[CH3:19][NH2:20].Cl>C(O)C>[CH3:19][NH:20][C:2]1[N:7]=[C:6]([C:8]([NH:10][C:11]2[NH:15][N:14]=[N:13][N:12]=2)=[O:9])[CH:5]=[N:4][CH:3]=1 |f:1.2|. Reported procedure: To a suspension of 2.26 g of 6-chloro-N-(1H-5-tetrazolyl)pyrazine-2-carboxamide in 30 ml of ethanol, 6.50 ml of 30%-methylamine ethanol solution was added, and the mixture was heated for 24 hours at 80°-90 ° C. in a sealed tube. The reaction mixture was adjusted with ethanolic hydrogen chloride to pH 3. The precipitate was collected by filtration, and recrystalized from a mixture of dimethylsulfoxide and methanol affording 1.57 g of the desired compound as pale yellow needles, m.p. 260° C. (deco... Starting materials: Br, CCC12CC3CC(O)(C1)CC(c1ccccc1)(C3)C2, CC(=O)O, O. Yields the product CCC12CC3CC(Br)(C1)CC(c1ccccc1)(C3)C2. RXN SMILES: [BrH:20].[CH2:1]([CH3:2])[C:3]12[CH2:4][C:5]3([OH:19])[CH2:6][C:7]([c:13]4[cH:14][cH:15][cH:16][cH:17][cH:18]4)([CH2:8][CH:9]([CH2:10]1)[CH2:11]3)[CH2:12]2.[CH3:21][C:22](=[O:23])[OH:24].[OH2:25]>>[CH2:1]([CH3:2])[C:3]12[CH2:4][C:5]3([Br:20])[CH2:6][C:7]([c:13]4[cH:14][cH:15][cH:16][cH:17][cH:18]4)([CH2:8][CH:9]([CH2:10]1)[CH2:11]3)[CH2:12]2. Run at time 2 hour. Yields the product C(C1=CC=CC=C1)(=O)NC(C(=O)O)CC1=CC=C(C=C1)OC(C1=CC=CC=C1)=O (2-(Benzoylamino)-3-(4-benzoyloxyphenyl)propionic acid). As a reaction SMILES: [NH2:1][C@H:2]([C:11]([OH:13])=[O:12])[CH2:3][C:4]1[CH:9]=[CH:8][C:7]([OH:10])=[CH:6][CH:5]=1.[C:14](Cl)(=[O:21])[C:15]1[CH:20]=[CH:19][CH:18]=[CH:17][CH:16]=1.Cl>[OH-].[Na+]>[C:14]([NH:1][CH:2]([CH2:3][C:4]1[CH:5]=[CH:6][C:7]([O:10][C:14](=[O:21])[C:15]2[CH:20]=[CH:19][CH:18]=[CH:17][CH:16]=2)=[CH:8][CH:9]=1)[C:11]([OH:13])=[O:12])(=[O:21])[C:15]1[CH:20]=[CH:19][CH:18]=[CH:17][CH:16]=1 |f:3.4|. Solvent: [OH-].[Na+] (sodium hydroxide). Reactants: C(C1=CC=CC=C1)(=O)Cl (benzoyl chloride), N[C@@H](CC1=CC=C(C=C1)O)C(=O)O (Tyrosine), Cl (hydrochloric acid). Procedure: Tyrosine (5.0 g) was dissolved in 30 ml of 2N sodium hydroxide at 0° C. To this solution, 7 ml of benzoyl chloride was added portion-wise. The pH of the solution was constantly monitored and kept at approximately 10. After approximately 4 hours with constant pH the solution was acidified to pH 3.0 with concentrated hydrochloric acid, yielding a precipitate which was left at 0° C. for 2 hours. The precipitate was filtered, boiled over carbon tetrachloride and recrystallized from ethanol-water (1:... The reactants are OC1=CC=C(C=O)C=C1 (4-Hydroxybenzaldehyde), Cl.ClCCC1CCNCC1 (4-(2-chloroethyl)piperadine hydrochloride), CN(C)C=O (DMF), C([O-])([O-])=O.[K+].[K+] (potassium carbonate). Yields the product N1(CCCCC1)CCOC1=CC=C(C=O)C=C1 (4-[2-(1-Piperadinyl)ethoxy]benzaldehyde). Reaction SMILES: [OH:1][C:2]1[CH:9]=[CH:8][C:5]([CH:6]=[O:7])=[CH:4][CH:3]=1.Cl.Cl[CH2:12][CH2:13][CH:14]1CCNCC1.[C:20](=O)([O-])[O-].[K+].[K+].[CH3:26][N:27]([CH:29]=O)[CH3:28]>>[N:27]1([CH2:29][CH2:20][O:1][C:2]2[CH:9]=[CH:8][C:5]([CH:6]=[O:7])=[CH:4][CH:3]=2)[CH2:28][CH2:14][CH2:13][CH2:12][CH2:26]1 |f:1.2,3.4.5|. Reported procedure: 4-Hydroxybenzaldehyde (25.0 g) and 4-(2-chloroethyl)piperadine hydrochloride (60.38 g) are dissolved in DMF (650 ml) and solid potassium carbonate (45 g) is added. The reaction is refluxed for 24 hr, cooled to 20°-25° and the DMF is removed under reduced pressure. The remainder of the reaction is dissolved in chloroform and washed with 1N aqueous sodium hydroxide, saline, dried over anhydrous sodium sulfate and concentrated under reduced pressure. Purification by flash column chromatography elut... Starting materials: [N+](=O)([O-])C=1C=C(C=CC1)[C@@H]1[C@@H](C1)C(=O)O (Cis-2-(3-nitrophenyl)cyclopropanecarboxylic acid). Reagents/catalysts: O=[Pt]=O (PtO2). The solvent is C(C)O (ethanol). Conditions: time 1 hour. Yields the product NC=1C=C(C=CC1)[C@@H]1[C@@H](C1)C(=O)O (cis-2-(3-aminophenyl)cyclopropanecarboxylic acid). Isolated yield 95.6%. As a reaction SMILES: [N+:1]([C:4]1[CH:5]=[C:6]([C@H:10]2[CH2:12][C@H:11]2[C:13]([OH:15])=[O:14])[CH:7]=[CH:8][CH:9]=1)([O-])=O>C(O)C.O=[Pt]=O>[NH2:1][C:4]1[CH:5]=[C:6]([C@H:10]2[CH2:12][C@H:11]2[C:13]([OH:15])=[O:14])[CH:7]=[CH:8][CH:9]=1. Procedure: Cis-2-(3-nitrophenyl)cyclopropanecarboxylic acid (355 mg, 1.7 mmole), described in Example 21, was dissolved in 50 ml ethanol and 20 mg of PtO2 was added. Hydrogenation at atmospheric pressure for 1 hr. followed by filtration and evaporation of the solvent afforded 288 mg of cis-2-(3-aminophenyl)cyclopropanecarboxylic acid. 177 mg (1 mmole) of cis-2-(3-aminophenyl)cyclo-propanecarboxylic acid was dissolved in water (1 mL), t-BuOH (1 mL) and 2M NaOH (0.5 mL, 1 mmole). 250 μL (1.1 mmole) of di-ter...